describe an organic reaction: reactants, conditions, products, and yield From a dataset of the Open Reaction Database (ORD), a public repository of structured organic reaction records. The reactants are [C+4], Cc1cc2c(cc1C(=O)N(C(C)C)C1CCCN(C(=O)OC(C)(C)C)C1)N(CCNC(=O)OCc1ccccc1)C(=O)C(C)(C)S2, CO, [OH-], [OH-], [OH-], [OH-], [OH-], [OH-], [Pd+2]. The product is Cc1cc2c(cc1C(=O)N(C(C)C)C1CCCN(C(=O)OC(C)(C)C)C1)N(CCN)C(=O)C(C)(C)S2. As a reaction SMILES: [C+4:49].[CH2:1]([O:2][C:3](=[O:4])[NH:11][CH2:12][CH2:13][N:14]1[C:15](=[O:46])[C:16]([CH3:44])([CH3:45])[S:17][c:18]2[c:19]1[cH:20][c:21]([C:25](=[O:26])[N:27]([CH:28]1[CH2:29][N:30]([C:34](=[O:35])[O:36][C:37]([CH3:38])([CH3:39])[CH3:40])[CH2:31][CH2:32][CH2:33]1)[CH:41]([CH3:42])[CH3:43])[c:22]([CH3:24])[cH:23]2)[c:5]1[cH:6][cH:7][cH:8][cH:9][cH:10]1.[CH3:47][OH:48].[OH-:50].[OH-:52].[OH-:53].[OH-:54].[OH-:55].[OH-:56].[Pd+2:51]>>[NH2:11][CH2:12][CH2:13][N:14]1[C:15](=[O:46])[C:16]([CH3:44])([CH3:45])[S:17][c:18]2[c:19]1[cH:20][c:21]([C:25](=[O:26])[N:27]([CH:28]1[CH2:29][N:30]([C:34](=[O:35])[O:36][C:37]([CH3:38])([CH3:39])[CH3:40])[CH2:31][CH2:32][CH2:33]1)[CH:41]([CH3:42])[CH3:43])[c:22]([CH3:24])[cH:23]2. Reactants: ClC=1N=C(C2=C(N1)C(=NC=N2)SCC)N2CCCCC2 (2-chloro-8-ethylthio-4-piperidino-pyrimido[5,4-d]pyrimidine), N1CCNCC1 (piperazine). Run in CS(=O)C (dimethylsulphoxide). Yields the product C(C)SC1=NC=NC2=C1N=C(N=C2N2CCCCC2)N2CCNCC2 (8-Ethylthio-4-piperidino-2-piperazino-pyrimido[5,4-d]pyrimidine). As a reaction SMILES: Cl[C:2]1[N:3]=[C:4]([N:15]2[CH2:20][CH2:19][CH2:18][CH2:17][CH2:16]2)[C:5]2[N:11]=[CH:10][N:9]=[C:8]([S:12][CH2:13][CH3:14])[C:6]=2[N:7]=1.[NH:21]1[CH2:26][CH2:25][NH:24][CH2:23][CH2:22]1>CS(C)=O>[CH2:13]([S:12][C:8]1[C:6]2[N:7]=[C:2]([N:21]3[CH2:26][CH2:25][NH:24][CH2:23][CH2:22]3)[N:3]=[C:4]([N:15]3[CH2:20][CH2:19][CH2:18][CH2:17][CH2:16]3)[C:5]=2[N:11]=[CH:10][N:9]=1)[CH3:14]. Procedure details: Prepared analogously to Example 2 from 2-chloro-8-ethylthio-4-piperidino-pyrimido[5,4-d]pyrimidine and piperazine in dimethylsulphoxide. Reactants: N(=NC(=O)OCC)C(=O)OCC (Diethyl azodicarboxylate), C(C)(C)(C)OC(=O)N1[C@H]([C@](CCC1)(O)\C=C/CO)C1=CC=CC=C1 (Z-(2S,3R)-1-tert-butoxycarbonyl-3-(3-hydroxyprop-1-en-1-yl)-2-phenylpiperidin-3-ol), C1(=CC=CC=C1)P(C1=CC=CC=C1)C1=CC=CC=C1 (triphenylphosphine). Run in C1CCOC1 (THF), C1CCOC1 (THF). Run at temperature 0 celsius, time 30 minute. Yields the product C(C)(C)(C)OC(=O)N1[C@H]([C@]2(C=CCO2)CCC1)C1=CC=CC=C1 ((5R,6S)-7-(tert-Butoxycarbonyl)-6-phenyl-7-aza-1-oxa-spiro[4.5]dec-3-ene). Isolated yield 77.3%. As a reaction SMILES: N(C(OCC)=O)=NC(OCC)=O.[C:13]([O:17][C:18]([N:20]1[CH2:25][CH2:24][CH2:23][C@:22](/[CH:27]=[CH:28]\[CH2:29]O)([OH:26])[C@@H:21]1[C:31]1[CH:36]=[CH:35][CH:34]=[CH:33][CH:32]=1)=[O:19])([CH3:16])([CH3:15])[CH3:14].C1(P(C2C=CC=CC=2)C2C=CC=CC=2)C=CC=CC=1>C1COCC1>[C:13]([O:17][C:18]([N:20]1[CH2:25][CH2:24][CH2:23][C@:22]2([O:26][CH2:29][CH:28]=[CH:27]2)[C@@H:21]1[C:31]1[CH:32]=[CH:33][CH:34]=[CH:35][CH:36]=1)=[O:19])([CH3:14])([CH3:15])[CH3:16]. Reported procedure: Diethyl azodicarboxylate (18.2 ml, 115 mmol) in THF (100 ml) was added dropwise to a solution of Z-(2S,3R)-1-tert-butoxycarbonyl-3-(3-hydroxyprop-1-en-1-yl)-2-phenylpiperidin-3-ol (Description 20; 32 g, 96 mmol) and triphenylphosphine (30.2 g, 115 mmol) in THF (700 ml). The mixture was stirred at 0° C. for 30 minutes then at room temperature for 1.5 hours. The solvent was evaporated under reduced pressure and the residue was purified by flash column chromatography on silica gel, eluting with hex... The reactants are NC1=CC(=C(C=C1)N1C(N(C(=CC1=O)C(F)(F)F)C)=O)F (3-(4-amino-2-fluorophenyl)-1-methyl-6-trifluoromethyluracil), Cl (hydrochloric acid), FC(C(C(=O)O)=C)(F)F (2-trifluoromethylpropenoic acid), N(=O)[O-].[Na+] (sodium nitrite). The reagents and catalysts are [Cu]Cl (copper(I) chloride). The solvent is CC(=O)C (acetone). The product is ClC(C(=O)O)(CC1=CC(=C(C=C1)N1C(N(C(=CC1=O)C(F)(F)F)C)=O)F)C(F)(F)F (2-chloro-2-trifluoromethyl-3-[3-fluoro-4-(1-methyl-6-trifluoromethyl-2,4(1H,3H)-pyrimidinedion-3-yl)phenyl]propanoic acid). Reaction SMILES: N[C:2]1[CH:7]=[CH:6][C:5]([N:8]2[C:13](=[O:14])[CH:12]=[C:11]([C:15]([F:18])([F:17])[F:16])[N:10]([CH3:19])[C:9]2=[O:20])=[C:4]([F:21])[CH:3]=1.[F:22][C:23]([F:30])([F:29])[C:24](=[CH2:28])[C:25]([OH:27])=[O:26].N([O-])=O.[Na+].[ClH:35]>CC(C)=O.[Cu]Cl>[Cl:35][C:24]([C:23]([F:30])([F:29])[F:22])([CH2:28][C:2]1[CH:7]=[CH:6][C:5]([N:8]2[C:13](=[O:14])[CH:12]=[C:11]([C:15]([F:16])([F:18])[F:17])[N:10]([CH3:19])[C:9]2=[O:20])=[C:4]([F:21])[CH:3]=1)[C:25]([OH:27])=[O:26] |f:2.3|. Reported procedure: This compound was prepared in a manner analogous to that of Step E of Example 1, using 6.0 grams (0.020 mole) of 3-(4-amino-2-fluorophenyl)-1-methyl-6-trifluoromethyluracil (prepared as in Step D of Example 1), 28.0 grams (0.200 mole) of 2-trifluoromethylpropenoic acid, 1.4 grams (0.020 mole) of sodium nitrite, 0.5 gram (0.005 mole) of copper(I) chloride, and 30 mL of concentrated hydrochloric acid in 150 mL of acetone, yielding 5.8 grams of 2-chloro-2-trifluoromethyl-3-[3-fluoro-4-(1-methyl-6-t... Reactants: C1=C(C=CC2=CC=CC=C12)NC(CN(CCC1=CC=CC=C1)C([C@H](NC(=O)OC(C)(C)C)CCCNC(=O)OC(C)(C)C)=O)=O (Nα,Nδ-bis-Boc-D-ornithyl-N-(phenethyl)glycine 2-naphthylamide), FC(C(=O)O)(F)F (trifluoroacetic acid). Product: FC(C(=O)O)(F)F.C1=C(C=CC2=CC=CC=C12)NC(CN(CCC1=CC=CC=C1)C([C@H](N)CCCN)=O)=O (D-Ornithyl-N-(Phenethyl)glycine 2-Naphthylamide Trifluoroacetate). Reaction SMILES: [CH:1]1[C:10]2[C:5](=[CH:6][CH:7]=[CH:8][CH:9]=2)[CH:4]=[CH:3][C:2]=1[NH:11][C:12](=[O:45])[CH2:13][N:14]([C:23](=[O:44])[C@@H:24]([CH2:33][CH2:34][CH2:35][NH:36]C(OC(C)(C)C)=O)[NH:25]C(OC(C)(C)C)=O)[CH2:15][CH2:16][C:17]1[CH:22]=[CH:21][CH:20]=[CH:19][CH:18]=1.[F:46][C:47]([F:52])([F:51])[C:48]([OH:50])=[O:49]>>[F:46][C:47]([F:52])([F:51])[C:48]([OH:50])=[O:49].[CH:1]1[C:10]2[C:5](=[CH:6][CH:7]=[CH:8][CH:9]=2)[CH:4]=[CH:3][C:2]=1[NH:11][C:12](=[O:45])[CH2:13][N:14]([C:23](=[O:44])[C@@H:24]([CH2:33][CH2:34][CH2:35][NH2:36])[NH2:25])[CH2:15][CH2:16][C:17]1[CH:18]=[CH:19][CH:20]=[CH:21][CH:22]=1 |f:2.3|. Procedure: A solution of Nα,Nδ-bis-Boc-D-ornithyl-N-(phenethyl)glycine 2-naphthylamide (100 mg) and trifluoroacetic acid (10 mL) was maintained at 25° C. for 1 hr, and then concentrated in vacuo. The residue was chromatographed on a reverse-phase column (Amberchrome) with elution with acetonitrile/0.1% aqueous trifluoroacetic acid. The appropriate fractions were lyophilized to afford the titled compound (45 mg):